This data is from the Open Reaction Database (ORD), a public repository of structured organic reaction records. The task is: describe an organic reaction: reactants, conditions, products, and yield The reactants are CC(C)(C)[Si](C)(C)OC1CCCC(OS(C)(=O)=O)C1, CCOC(C)=O, CCCCCC, CN(C)C=O, [I-], [Na+]. The product is CC(C)(C)[Si](C)(C)OC1CCCC(I)C1. RXN SMILES: [C:1]([CH3:2])([CH3:3])([CH3:4])[Si:5]([O:6][CH:7]1[CH2:8][CH:9]([O:13][S:14]([CH3:15])(=[O:16])=[O:17])[CH2:10][CH2:11][CH2:12]1)([CH3:18])[CH3:19].[CH3:22][CH2:23][O:24][C:25](=[O:26])[CH3:27].[CH3:28][CH2:29][CH2:30][CH2:31][CH2:32][CH3:33].[CH3:34][N:35]([CH3:36])[CH:37]=[O:38].[I-:21].[Na+:20]>>[C:1]([CH3:2])([CH3:3])([CH3:4])[Si:5]([O:6][CH:7]1[CH2:8][CH:9]([I:21])[CH2:10][CH2:11][CH2:12]1)([CH3:18])[CH3:19]. Reactants: Cc1c[nH]cn1, CC(C)=O, Cc1cc(F)ccc1[N+](=O)[O-], [Na+], [Na+], O=C([O-])[O-]. Reaction SMILES: [CH3:12][c:13]1[n:14][cH:15][nH:16][cH:17]1.[CH3:24][C:25]([CH3:26])=[O:27].[F:1][c:2]1[cH:3][cH:4][c:5]([N+:9](=[O:10])[O-:11])[c:6]([CH3:8])[cH:7]1.[Na+:18].[Na+:19].[O-:20][C:21](=[O:22])[O-:23]>>[c:2]1(-[n:16]2[cH:15][n:14][c:13]([CH3:12])[cH:17]2)[cH:3][cH:4][c:5]([N+:9](=[O:10])[O-:11])[c:6]([CH3:8])[cH:7]1. The product is Cc1cn(-c2ccc([N+](=O)[O-])c(C)c2)cn1.